The task is: describe an organic reaction: reactants, conditions, products, and yield. This data is from the Open Reaction Database (ORD), a public repository of structured organic reaction records. Run at time 1 hour. Reported procedure: In a 100 ml 3 necked round bottom flask, intermediate tert-butyl 4-(cyanomethyl)piperazine-1-carboxylate (7 g) was taken in dry THF (125 ml) under nitrogen. lithium bis trimethylsilyl amide (10.8 g) was added dropwise at −78° C. and stirred for 1 hr, then diethyl chloro phosphate (5.84 g) in 5 ml dry THF was added drop wise to the above reaction mixture. Reaction mixture was stirred at −78° C. for 1 hour. TLC was checked no starting material and the reaction mixture was quenched with saturated a... Starting materials: P(=O)(OCC)(OCC)OCl (diethyl chloro phosphate), 3, C(#N)CN1CCN(CC1)C(=O)OC(C)(C)C (tert-butyl 4-(cyanomethyl)piperazine-1-carboxylate), C[Si](C)(C)[N-][Si](C)(C)C.[Li+] (lithium bis trimethylsilyl amide). RXN SMILES: [C:1]([CH2:3][N:4]1[CH2:9][CH2:8][N:7]([C:10]([O:12][C:13]([CH3:16])([CH3:15])[CH3:14])=[O:11])[CH2:6][CH2:5]1)#[N:2].C[Si]([N-][Si](C)(C)C)(C)C.[Li+].[P:27](OCl)([O:32][CH2:33][CH3:34])([O:29][CH2:30][CH3:31])=[O:28]>C1COCC1>[C:1]([CH:3]([P:27]([O:32][CH2:33][CH3:34])([O:29][CH2:30][CH3:31])=[O:28])[N:4]1[CH2:9][CH2:8][N:7]([C:10]([O:12][C:13]([CH3:16])([CH3:15])[CH3:14])=[O:11])[CH2:6][CH2:5]1)#[N:2] |f:1.2|. The solvent is C1CCOC1 (THF), C1CCOC1 (THF). The product is C(#N)C(N1CCN(CC1)C(=O)OC(C)(C)C)P(=O)(OCC)OCC (tert-butyl 4-(cyano(diethoxyphosphoryl)methyl)piperazine-1-carboxylate). The reactants are [N+](=O)([O-])C1=C(C#N)C(=CC=C1)[N+](=O)[O-] (2,6-dinitrobenzonitrile), OCC1CCN(CC1)C(=O)OC(C)(C)C (tert-butyl 4-(hydroxymethyl)piperidine-1-carboxylate). Yields the product C(#N)C1=C(OCC2CCN(CC2)C(=O)OC(C)(C)C)C=CC=C1[N+](=O)[O-] (tert-Butyl 4-((2-cyano-3-nitrophenoxy)methyl)piperidine-1-carboxylate). As a reaction SMILES: [N+]([C:4]1[CH:11]=[CH:10][CH:9]=[C:8]([N+:12]([O-:14])=[O:13])[C:5]=1[C:6]#[N:7])([O-])=O.[OH:15][CH2:16][CH:17]1[CH2:22][CH2:21][N:20]([C:23]([O:25][C:26]([CH3:29])([CH3:28])[CH3:27])=[O:24])[CH2:19][CH2:18]1>>[C:6]([C:5]1[C:8]([N+:12]([O-:14])=[O:13])=[CH:9][CH:10]=[CH:11][C:4]=1[O:15][CH2:16][CH:17]1[CH2:22][CH2:21][N:20]([C:23]([O:25][C:26]([CH3:29])([CH3:28])[CH3:27])=[O:24])[CH2:19][CH2:18]1)#[N:7]. Procedure: Prepared as in Example 111c from 2,6-dinitrobenzonitrile and tert-butyl 4-(hydroxymethyl)piperidine-1-carboxylate in 73% as a tan solid. 1H NMR (400 MHz, MeOD) δ 1.24 (qd, J=12.8, 4.4 Hz, 2H), 1.41 (s, 9H), 1.78 (br d, J=12.1 Hz, 2H), 2.02 (m, 2H), 2.77 (m, 2H), 4.00 (br d, J=13.1 Hz, 2H), 4.15 (d, J=6.3 Hz, 2H), 7.74 (dd, J=7.5, 1.5 Hz, 1H), 7.91 (m, 2H). Reactants: C(CCCCC)OC(C1=CC(=CC(=C1)N)N)=O (n-hexyl-3,5-diaminobenzoate), [N+](=O)([O-])C1=CC=C(C(=O)Cl)C=C1 (4-nitrobenzoyl chloride). Product: C(CCCCC)OC(C1=CC(=CC(=C1)NC(C1=CC=C(C=C1)[N+](=O)[O-])=O)NC(C1=CC=C(C=C1)[N+](=O)[O-])=O)=O (n-hexyl[3,5-bis(4-nitrobenzoylamino)]benzoate). Yield: 82.0%. Reaction SMILES: [CH2:1]([O:7][C:8](=[O:17])[C:9]1[CH:14]=[C:13]([NH2:15])[CH:12]=[C:11]([NH2:16])[CH:10]=1)[CH2:2][CH2:3][CH2:4][CH2:5][CH3:6].[N+:18]([C:21]1[CH:29]=[CH:28][C:24]([C:25](Cl)=[O:26])=[CH:23][CH:22]=1)([O-:20])=[O:19]>>[CH2:1]([O:7][C:8](=[O:17])[C:9]1[CH:10]=[C:11]([NH:16][C:25](=[O:26])[C:24]2[CH:28]=[CH:29][C:21]([N+:18]([O-:20])=[O:19])=[CH:22][CH:23]=2)[CH:12]=[C:13]([NH:15][C:25](=[O:26])[C:24]2[CH:23]=[CH:22][C:21]([N+:18]([O-:20])=[O:19])=[CH:29][CH:28]=2)[CH:14]=1)[CH2:2][CH2:3][CH2:4][CH2:5][CH3:6]. Procedure: Using n-hexyl-3,5-diaminobenzoate (24.0 g, 101.7 mmol) and 4-nitrobenzoyl chloride (39.7 g, 214.4 mmol), n-hexyl[3,5-bis(4-nitrobenzoylamino)]benzoate was obtained (44.5 g, yield: 82%) in the same manner as in Example 1. The reactants are CN1C=NC=C1C[C@@H](C(=O)OC)NC(C(CC1=CC=CC2=CC=CC=C12)CC1=CC=CC2=CC=CC=C12)=O ((S)-3-(3-Methyl-3H-imidazol-4-yl)-2-(3-naphthalen-1-yl-2-naphthalen-1-ylmethyl-propionylamino)-propionic acid, methyl ester), CN (methylamine). The solvent is CO (MeOH), O1CCCC1 (tetrahydrofuran). Conditions: time 8 hour. Yields the product CNC(=O)[C@H](CC=1N(C=NC1)C)NC(C(CC1=CC=CC2=CC=CC=C12)CC1=CC=CC2=CC=CC=C12)=O ((S)-N-[1-Methylcarbamoyl-2-(3-methyl-3H-imidazol-4-yl)-ethyl]-3-naphthalen-1-yl-2-naphthalen-1-ylmethyl-propionamide). As a reaction SMILES: [CH3:1][N:2]1[C:6]([CH2:7][C@H:8]([NH:13][C:14](=[O:38])[CH:15]([CH2:27][C:28]2[C:37]3[C:32](=[CH:33][CH:34]=[CH:35][CH:36]=3)[CH:31]=[CH:30][CH:29]=2)[CH2:16][C:17]2[C:26]3[C:21](=[CH:22][CH:23]=[CH:24][CH:25]=3)[CH:20]=[CH:19][CH:18]=2)[C:9](OC)=[O:10])=[CH:5][N:4]=[CH:3]1.[CH3:39][NH2:40]>CO.O1CCCC1>[CH3:39][NH:40][C:9]([C@@H:8]([NH:13][C:14](=[O:38])[CH:15]([CH2:16][C:17]1[C:26]2[C:21](=[CH:22][CH:23]=[CH:24][CH:25]=2)[CH:20]=[CH:19][CH:18]=1)[CH2:27][C:28]1[C:37]2[C:32](=[CH:33][CH:34]=[CH:35][CH:36]=2)[CH:31]=[CH:30][CH:29]=1)[CH2:7][C:6]1[N:2]([CH3:1])[CH:3]=[N:4][CH:5]=1)=[O:10]. Procedure details: A solution of 611 mg (1.2 mmol) of the product from Example 6 in 20 mL MeOH and 10 mL tetrahydrofuran was cooled in ice and saturated with gaseous methylamine. The cooling was removed and the solution allowed to stir at room temperature overnight. The solvent was removed under reduced pressure and the residue triturated with acetonitrile to give 529 mg of the pure product, mp 250-252° C. The structure was confirmed by NMR and mass spectroscopy; (m+H)+ =505. The reactants are C(C1=CC=CC=C1)(=O)N (benzamide), ClCC(CC(=O)OCC)=O (ethyl 4-chloroacetoacetate), C([O-])(O)=O.[Na+] (sodium bicarbonate). Conditions: temperature 120 celsius. Product: C1(=CC=CC=C1)C=1OC=C(N1)CC(=O)OCC (ethyl 2-phenyl-4-oxazoleacetate). The yield is 38.0%. Reaction SMILES: [C:1]([NH2:9])(=[O:8])[C:2]1[CH:7]=[CH:6][CH:5]=[CH:4][CH:3]=1.Cl[CH2:11][C:12](=O)[CH2:13][C:14]([O:16][CH2:17][CH3:18])=[O:15].C(=O)(O)[O-].[Na+]>>[C:2]1([C:1]2[O:8][CH:11]=[C:12]([CH2:13][C:14]([O:16][CH2:17][CH3:18])=[O:15])[N:9]=2)[CH:7]=[CH:6][CH:5]=[CH:4][CH:3]=1 |f:2.3|. Reported procedure: A mixture of benzamide (60.0 g) and ethyl 4-chloroacetoacetate (49.4 g) was heated at 120° C. for 2 hours. After cooling, aqueous sodium bicarbonate solution was added thereto and the mixture was extracted with ethyl acetate. The extract was washed with water, dried (MgSO4) and concentrated. The residue was purified by chromatography on silica gel with ethyl ether-hexane (1:9) to yield ethyl 2-phenyl-4-oxazoleacetate as an oil (26.4 g, 28.0%). NMR (CDCl3)δ: 1.27 (3H, t, J=7 Hz), 3.68 (3H, s), 4.... Starting materials: C1CCOC1, CCC(C)Nc1cc(C(=O)OC)cc(C(F)F)n1, CO, Cl, [Li+], [OH-]. The product is CCC(C)Nc1cc(C(=O)O)cc(C(F)F)n1. RXN SMILES: [CH2:24]1[O:25][CH2:26][CH2:27][CH2:28]1.[CH3:1][O:2][C:3]([c:4]1[cH:5][c:6]([NH:13][CH:14]([CH3:15])[CH2:16][CH3:17])[n:7][c:8]([CH:10]([F:11])[F:12])[cH:9]1)=[O:18].[CH3:22][OH:23].[ClH:21].[Li+:19].[OH-:20]>>[O:2]=[C:3]([c:4]1[cH:5][c:6]([NH:13][CH:14]([CH3:15])[CH2:16][CH3:17])[n:7][c:8]([CH:10]([F:11])[F:12])[cH:9]1)[OH:18]. Reactants: BrC1=C(C(=NC2=CC(=CC(=C12)F)F)N1CC(N(CC1)CC)=O)C (4-(4-bromo-5,7-difluoro-3-methylquinolin-2-yl)-1-ethylpiperazin-2-one), O1CCN(CC1)C1=NC=C(C=C1N)N1CCOCC1 (2,5-dimorpholinopyridin-3-amine), C1(=CC=CC=C1)C (toluene). The product is O1CCN(CC1)C1=NC=C(C=C1NC1=C(C(=NC2=CC(=CC(=C12)F)F)N1CC(N(CC1)CCC)=O)C)N1CCOCC1 (4-(4-(2,5-dimorpholinopyridin-3-ylamino)-5,7-difluoro-3-methylquinolin-2-yl)-1-propylpiperazin-2-one). Reaction SMILES: Br[C:2]1[C:11]2[C:6](=[CH:7][C:8]([F:13])=[CH:9][C:10]=2[F:12])[N:5]=[C:4]([N:14]2[CH2:19][CH2:18][N:17]([CH2:20][CH3:21])[C:16](=[O:22])[CH2:15]2)[C:3]=1[CH3:23].[O:24]1[CH2:29][CH2:28][N:27]([C:30]2[C:35]([NH2:36])=[CH:34][C:33]([N:37]3[CH2:42][CH2:41][O:40][CH2:39][CH2:38]3)=[CH:32][N:31]=2)[CH2:26][CH2:25]1.[C:43]1(C)C=CC=CC=1>>[O:24]1[CH2:29][CH2:28][N:27]([C:30]2[C:35]([NH:36][C:2]3[C:11]4[C:6](=[CH:7][C:8]([F:13])=[CH:9][C:10]=4[F:12])[N:5]=[C:4]([N:14]4[CH2:19][CH2:18][N:17]([CH2:20][CH2:21][CH3:43])[C:16](=[O:22])[CH2:15]4)[C:3]=3[CH3:23])=[CH:34][C:33]([N:37]3[CH2:38][CH2:39][O:40][CH2:41][CH2:42]3)=[CH:32][N:31]=2)[CH2:26][CH2:25]1. Procedure details: Essentially prepared according to Procedure H using 4-(4-bromo-5,7-difluoro-3-methylquinolin-2-yl)-1-ethylpiperazin-2-one (35.0 mg, 0.088 mmol) and 2,5-dimorpholinopyridin-3-amine in toluene to give 4-(4-(2,5-dimorpholinopyridin-3-ylamino)-5,7-difluoro-3-methylquinolin-2-yl)-1-propylpiperazin-2-one. 1H NMR (TFA salt) (400 MHz, CDCl3) δ ppm 7.79 (1H, d, J=2.5 Hz), 7.72 (1H, d, J=10.8 Hz), 7.40 (1H, ddd, J=9.7, 2.4, 1.2 Hz), 6.88 (1H, ddd, J=13.5, 8.6, 2.5 Hz), 6.47 (1H, d, J=2.7 Hz), 5.94 (3H, br...